This data is from the Open Reaction Database (ORD), a public repository of structured organic reaction records. The task is: describe an organic reaction: reactants, conditions, products, and yield The reactants are O=C(NCC(=O)N1CCN(C(=O)Cc2ccccc2)CC1)c1ccc(OCc2ccccc2)cc1, CO, O=C[O-], [NH4+]. Yields the product O=C(NCC(=O)N1CCN(C(=O)Cc2ccccc2)CC1)c1ccc(O)cc1. As a reaction SMILES: [CH2:5]([c:6]1[cH:7][cH:8][cH:9][cH:10][cH:11]1)[O:12][c:13]1[cH:14][cH:15][c:16]([C:17](=[O:18])[NH:19][CH2:20][C:21]([N:22]2[CH2:23][CH2:24][N:25]([C:28]([CH2:29][c:30]3[cH:31][cH:32][cH:33][cH:34][cH:35]3)=[O:36])[CH2:26][CH2:27]2)=[O:37])[cH:38][cH:39]1.[CH3:40][OH:41].[CH:1]([O-:2])=[O:3].[NH4+:4]>>[OH:12][c:13]1[cH:14][cH:15][c:16]([C:17](=[O:18])[NH:19][CH2:20][C:21]([N:22]2[CH2:23][CH2:24][N:25]([C:28]([CH2:29][c:30]3[cH:31][cH:32][cH:33][cH:34][cH:35]3)=[O:36])[CH2:26][CH2:27]2)=[O:37])[cH:38][cH:39]1. The reactants are N1([C@H](C(=O)N[C@@H](CC2=CC=CC=C2)C(=O)N[C@@H](CC2=CC=CC=C2)C(=O)NCC(=O)N[C@@H](CC(C)C)C(=O)N[C@@H](CCCC)C(=O)N)CCC1)C(=O)OC(C)(C)C (BocPro-Phe-Phe-Gly-Leu-NleNH2), Cl (hydrogen chloride). Run in C(C)(=O)O (acetic acid). Product: N1[C@H](C(=O)N[C@@H](CC2=CC=CC=C2)C(=O)N[C@@H](CC2=CC=CC=C2)C(=O)NCC(=O)N[C@@H](CC(C)C)C(=O)N[C@@H](CCCC)C(=O)N)CCCC1 (HPro-Phe-Phe-Gly-Leu-NleNH2). Reaction SMILES: [N:1]1([C:51](OC(C)(C)C)=O)[CH2:50][CH2:49][CH2:48][C@H:2]1[C:3]([NH:5][C@H:6]([C:14]([NH:16][C@H:17]([C:25]([NH:27][CH2:28][C:29]([NH:31][C@H:32]([C:37]([NH:39][C@H:40]([C:45]([NH2:47])=[O:46])[CH2:41][CH2:42][CH2:43][CH3:44])=[O:38])[CH2:33][CH:34]([CH3:36])[CH3:35])=[O:30])=[O:26])[CH2:18][C:19]1[CH:24]=[CH:23][CH:22]=[CH:21][CH:20]=1)=[O:15])[CH2:7][C:8]1[CH:13]=[CH:12][CH:11]=[CH:10][CH:9]=1)=[O:4].Cl>C(O)(=O)C>[NH:1]1[CH2:51][CH2:50][CH2:49][CH2:48][C@H:2]1[C:3]([NH:5][C@H:6]([C:14]([NH:16][C@H:17]([C:25]([NH:27][CH2:28][C:29]([NH:31][C@H:32]([C:37]([NH:39][C@H:40]([C:45]([NH2:47])=[O:46])[CH2:41][CH2:42][CH2:43][CH3:44])=[O:38])[CH2:33][CH:34]([CH3:36])[CH3:35])=[O:30])=[O:26])[CH2:18][C:19]1[CH:20]=[CH:21][CH:22]=[CH:23][CH:24]=1)=[O:15])[CH2:7][C:8]1[CH:9]=[CH:10][CH:11]=[CH:12][CH:13]=1)=[O:4]. Procedure details: Condensation of BocPro-Phe-Phe-PheNHNH2 (Example 1, 1.09 g.) and HGly-Leu-NleNH2 (0.70 g.) by the acyl azide method (Yajima et al., Chem. Pharm. Bull., vol. 19, p. 1900, 1971) gave BocPro-Phe-Phe-Gly-Leu-NleNH2 in 69% yield. De-t-butoxycarbonylation of BocPro-Phe-Phe-Gly-Leu-NleNH2 (1.0 g.) using hydrogen chloride in acetic acid gave HPro-Phe-Phe-Gly-Leu-NleNH2, which was isolated as the amorphous white solid phosphate (1:1) salt sesquihydrate in 65% yield. Starting materials: C(C)(=O)OCCCCOC(C)=O (1,4-butanediol diacetate), O1CCCC1 (tetrahydrofuran), O (water), C(C)(=O)OC(CCC)OC(C)=O (butanediol diacetate). Solvent: C(C)(=O)O (acetic acid). Yields the product C(C)(=O)OCCCCO (4-acetoxybutanol). Isolated yield 0.3%. Reaction SMILES: [C:1]([O:4][CH2:5][CH2:6][CH2:7][CH2:8][O:9]C(=O)C)(=[O:3])[CH3:2].O.C(OC(OC(=O)C)CCC)(=O)C.O1CCCC1>C(O)(=O)C>[C:1]([O:4][CH2:5][CH2:6][CH2:7][CH2:8][OH:9])(=[O:3])[CH3:2]. Procedure: The tube reactor is charged with 85 grams of silica-magnesia catalyst (70% silica -- 30% magnesia, 3/16 inch × 3/16 inch pills, Davison Chemical) and maintained at 220°-250° C. As in Example 1, 50.0 grams of 1,4-butanediol diacetate and 50 ml. of water are copassed over one hour. The effluent contains, as shown by quantitative glpc analysis, 12.2 grams of the unconverted butanediol diacetate (24% recovery), 15.1 grams of tetrahydrofuran and 24.4 grams of acetic acid (96% and 93% yields, respecti... Reactants: CC(C)c1nn(Cc2ccc(Br)cc2F)c(=O)c(C(=O)NCC(=O)O)c1O, O=C([O-])[O-], C1COCCO1, Cl, OB(O)c1ccc(C(F)(F)F)cc1, [K+], [K+], O, c1ccc(P(c2ccccc2)(c2ccccc2)[Pd](P(c2ccccc2)(c2ccccc2)c2ccccc2)(P(c2ccccc2)(c2ccccc2)c2ccccc2)P(c2ccccc2)(c2ccccc2)c2ccccc2)cc1. The product is CC(C)c1nn(Cc2ccc(-c3ccc(C(F)(F)F)cc3)cc2F)c(=O)c(C(=O)NCC(=O)O)c1O. RXN SMILES: [Br:1][c:2]1[cH:3][c:4]([F:27])[c:5]([CH2:8][n:9]2[n:10][c:11]([CH:24]([CH3:25])[CH3:26])[c:12]([OH:23])[c:13]([C:16](=[O:17])[NH:18][CH2:19][C:20](=[O:21])[OH:22])[c:14]2=[O:15])[cH:6][cH:7]1.[C:41](=[O:42])([O-:43])[O-:44].[CH2:126]1[O:127][CH2:128][CH2:129][O:130][CH2:131]1.[ClH:47].[F:28][C:29]([c:30]1[cH:31][cH:32][c:33]([B:36]([OH:37])[OH:38])[cH:34][cH:35]1)([F:39])[F:40].[K+:45].[K+:46].[OH2:48].[cH:49]1[cH:50][cH:51][c:52]([P:53]([Pd:54]([P:55]([c:56]2[cH:57][cH:58][cH:59][cH:60][cH:61]2)([c:62]2[cH:63][cH:64][cH:65][cH:66][cH:67]2)[c:68]2[cH:69][cH:70][cH:71][cH:72][cH:73]2)([P:74]([c:75]2[cH:76][cH:77][cH:78][cH:79][cH:80]2)([c:81]2[cH:82][cH:83][cH:84][cH:85][cH:86]2)[c:87]2[cH:88][cH:89][cH:90][cH:91][cH:92]2)[P:93]([c:94]2[cH:95][cH:96][cH:97][cH:98][cH:99]2)([c:100]2[cH:101][cH:102][cH:103][cH:104][cH:105]2)[c:106]2[cH:107][cH:108][cH:109][cH:110][cH:111]2)([c:112]2[cH:113][cH:114][cH:115][cH:116][cH:117]2)[c:118]2[cH:119][cH:120][cH:121][cH:122][cH:123]2)[cH:124][cH:125]1>>[c:2]1(-[c:33]2[cH:32][cH:31][c:30]([C:29]([F:28])([F:39])[F:40])[cH:35][cH:34]2)[cH:3][c:4]([F:27])[c:5]([CH2:8][n:9]2[n:10][c:11]([CH:24]([CH3:25])[CH3:26])[c:12]([OH:23])[c:13]([C:16](=[O:17])[NH:18][CH2:19][C:20](=[O:21])[OH:22])[c:14]2=[O:15])[cH:6][cH:7]1. Reactants: solution, C(C)OC(=C)[Sn](CCCC)(CCCC)CCCC (1-ethoxyvinyltributylstannane), C(C)(C)(C)OC(=O)N1CC2=CC=C(C=C2C1)I (5-iodo-1,3-dihydro-isoindole-2-carboxylic acid tert-butyl ester), C1(=CC=CC=C1)[As](C1=CC=CC=C1)C1=CC=CC=C1 (triphenylarsine). Reagents/catalysts: C(C)(=O)[O-].[Pd+2].C(C)(=O)[O-] (palladium(II) acetate). Run in O1CCOCC1 (dioxane). Conditions: time 10 minute. Yields the product C1NCC2=CC(=CC=C12)C(C)=O (1-(2,3-Dihydro-1H-isoindol-5-yl)-ethanone). The yield is 95.0%. RXN SMILES: C(OC([N:8]1[CH2:16][C:15]2[C:10](=[CH:11][CH:12]=[C:13](I)[CH:14]=2)[CH2:9]1)=O)(C)(C)C.C1([As](C2C=CC=CC=2)C2C=CC=CC=2)C=CC=CC=1.[CH2:37]([O:39]C([Sn](CCCC)(CCCC)CCCC)=C)[CH3:38]>O1CCOCC1.C([O-])(=O)C.[Pd+2].C([O-])(=O)C>[CH2:9]1[C:10]2[C:15](=[CH:14][C:13]([C:37](=[O:39])[CH3:38])=[CH:12][CH:11]=2)[CH2:16][NH:8]1 |f:4.5.6|. Procedure: To a stirred solution 0.72 mmol 5-iodo-1,3-dihydro-isoindole-2-carboxylic acid tert-butyl ester (Example A38(b)) in 3 ml dioxane were added 0.05 mmol palladium(II) acetate and 0.22 mmol triphenylarsine and the mixture was stirred at RT for 10 min. 1.01 mmol 1-ethoxyvinyltributylstannane was then added and the mixture was heated at 100° C. for 16 h. The reaction mixture was then cooled to room temperature, filtered, and the filtrate was concentrated in vacuo. The residue was resuspended in THF, 2... Starting materials: CC(C)C(O)c1ccc2oc3ncccc3c(=O)c2c1, CC(C)=O, [K+], O=[Mn](=O)(=O)[O-]. Product: CC(C)C(=O)c1ccc2oc3ncccc3c(=O)c2c1. As a reaction SMILES: [CH3:1][CH:2]([CH:3]([OH:4])[c:5]1[cH:6][cH:7][c:8]2[c:9]([c:10](=[O:18])[c:11]3[c:12]([n:13][cH:14][cH:15][cH:16]3)[o:17]2)[cH:19]1)[CH3:20].[CH3:27][C:28](=[O:29])[CH3:30].[K+:26].[Mn:21]([O-:22])(=[O:23])(=[O:24])=[O:25]>>[CH3:1][CH:2]([C:3](=[O:4])[c:5]1[cH:6][cH:7][c:8]2[c:9]([c:10](=[O:18])[c:11]3[c:12]([n:13][cH:14][cH:15][cH:16]3)[o:17]2)[cH:19]1)[CH3:20]. The reactants are NC1=NC=C(C2=C1C(=CS2)C2=CC(=C(C=C2)NC(=O)C=2N(C1=CC=CC=C1C2)C)OC)C=2OC(=CC2)C=O (N-{4-[4-amino-7-(5-formyl-2-furyl)thieno[3,2-c]pyridin-3-yl]-2-methoxyphenyl}-1-methyl-1H-indole-2-carboxamide), CN(CCCNC)C (N,N,N′-trimethylpropane-1,3-diamine). The product is NC1=NC=C(C2=C1C(=CS2)C2=CC(=C(C=C2)NC(=O)C=2N(C1=CC=CC=C1C2)C)OC)C=2OC(=CC2)CN(C)CCCN(C)C (N-{4-[4-amino-7-(5-{[[3-(dimethylamino)propyl](methyl)amino]methyl}-2-furyl)thieno[3,2-c]pyridin-3-yl]-2-methoxyphenyl}-1-methyl-1H-indole-2-carboxamide). Reaction SMILES: [NH2:1][C:2]1[C:7]2[C:8]([C:11]3[CH:16]=[CH:15][C:14]([NH:17][C:18]([C:20]4[N:21]([CH3:29])[C:22]5[C:27]([CH:28]=4)=[CH:26][CH:25]=[CH:24][CH:23]=5)=[O:19])=[C:13]([O:30][CH3:31])[CH:12]=3)=[CH:9][S:10][C:6]=2[C:5]([C:32]2[O:33][C:34]([CH:37]=O)=[CH:35][CH:36]=2)=[CH:4][N:3]=1.[CH3:39][N:40]([CH3:46])[CH2:41][CH2:42][CH2:43][NH:44][CH3:45]>>[NH2:1][C:2]1[C:7]2[C:8]([C:11]3[CH:16]=[CH:15][C:14]([NH:17][C:18]([C:20]4[N:21]([CH3:29])[C:22]5[C:27]([CH:28]=4)=[CH:26][CH:25]=[CH:24][CH:23]=5)=[O:19])=[C:13]([O:30][CH3:31])[CH:12]=3)=[CH:9][S:10][C:6]=2[C:5]([C:32]2[O:33][C:34]([CH2:37][N:44]([CH2:43][CH2:42][CH2:41][N:40]([CH3:46])[CH3:39])[CH3:45])=[CH:35][CH:36]=2)=[CH:4][N:3]=1. Procedure: The title compound was prepared using N-{4-[4-amino-7-(5-formyl-2-furyl)thieno[3,2-c]pyridin-3-yl]-2-methoxyphenyl}-1-methyl-1H-indole-2-carboxamide, N,N,N′-trimethylpropane-1,3-diamine and the procedure described in General Procedure B. 1H NMR (DMSO-d6,400 MHz) δ 9.53 (s, 1H), 8.31 (s, 1H), 8.01 (d, 1H), 7.71 (d, 1H), 6.67 (s, 1H), 7.59 (d, 1H), 7.36 (s, 1H), 7.32 (m, 1H), 7.22 (s, 1H), 7.15 (m, 1H), 7.11 (m, 1H), 6.80 (m, 1H), 6.49 (m, 1H), 5.63 (br, 2H), 4.04 (s, 3H), 3.92 (s, 3H), 3.66 (s, 2... The reactants are Brc1ccc(C2OCCO2)cc1, Cc1cccc(C)c1C=O, [Cl-], I, [Mg], [NH4+], C1CCOC1. Reaction SMILES: [Br:3][c:4]1[cH:5][cH:6][c:7]([CH:10]2[O:11][CH2:12][CH2:13][O:14]2)[cH:8][cH:9]1.[CH3:15][c:16]1[c:17]([CH:18]=[O:19])[c:20]([CH3:24])[cH:21][cH:22][cH:23]1.[Cl-:25].[I:1].[Mg:2].[NH4+:26].[O:27]1[CH2:28][CH2:29][CH2:30][CH2:31]1>>[c:4]1([CH:18]([c:17]2[c:16]([CH3:15])[cH:23][cH:22][cH:21][c:20]2[CH3:24])[OH:19])[cH:5][cH:6][c:7]([CH:10]2[O:11][CH2:12][CH2:13][O:14]2)[cH:8][cH:9]1. Yields the product Cc1cccc(C)c1C(O)c1ccc(C2OCCO2)cc1.